From a dataset of the Open Reaction Database (ORD), a public repository of structured organic reaction records. describe an organic reaction: reactants, conditions, products, and yield Starting materials: BrC=1N=C(C(=NC1)N)C1=NC2=C(N1)C=C(C=C2)C (5-bromo-3-(6-methyl-1H-benzimidazol-2-yl)pyrazin-2-amine), C(=CC)B(O)O (prop-1-enylboronic acid), C(C)P(CC)CC (triethylphosphane), C([O-])([O-])=O.[Na+].[Na+] (disodium carbonate). The reagents and catalysts are Cl[Pd]Cl (dichloropalladium). Run in COCCOC (1,2-dimethoxyethane). Reaction conditions: temperature 120 celsius. Product: CC=1C=CC2=C(NC(=N2)C=2C(=NC=C(N2)\C=C\C)N)C1 (3-(6-Methyl-1H-benzimidazol-2-yl)-5-[(E)-prop-1-enyl]pyrazin-2-amine). The yield is 31.4%. RXN SMILES: Br[C:2]1[N:3]=[C:4]([C:9]2[NH:13][C:12]3[CH:14]=[C:15]([CH3:18])[CH:16]=[CH:17][C:11]=3[N:10]=2)[C:5]([NH2:8])=[N:6][CH:7]=1.[CH:19](B(O)O)=[CH:20][CH3:21].C(P(CC)CC)C.C(=O)([O-])[O-].[Na+].[Na+]>COCCOC.Cl[Pd]Cl>[CH3:18][C:15]1[CH:16]=[CH:17][C:11]2[N:10]=[C:9]([C:4]3[C:5]([NH2:8])=[N:6][CH:7]=[C:2](/[CH:19]=[CH:20]/[CH3:21])[N:3]=3)[NH:13][C:12]=2[CH:14]=1 |f:3.4.5|. Procedure: A mixture of 5-bromo-3-(6-methyl-1H-benzimidazol-2-yl)pyrazin-2-amine (50 mg, 0.1644 mmol), prop-1-enylboronic acid (15.53 mg, 0.1808 mmol), dichloropalladium; triethylphosphane (6.800 mg, 0.01644 mmol) and disodium carbonate (164.4 μL of 2 M, 0.3288 mmol) was dissolved in 1,2-dimethoxyethane (2 mL) and heated at 120° C. under microwave conditions 30 minutes. The residual solids were removed by filtration and the filtrate purified by reverse phase preparative HPLC [Waters Sunfire C18, 10 mM, 100...